This data is from the Open Reaction Database (ORD), a public repository of structured organic reaction records. The task is: describe an organic reaction: reactants, conditions, products, and yield Reactants: C1=CC=C(C=C1)P(C2=CC=CC=C2)C3=C(C4=CC=CC=C4C=C3)C5=C(C=CC6=CC=CC=C65)P(C7=CC=CC=C7)C8=CC=CC=C8 ((S)-BINAP), CC1C(C(CC1)=CN(C1=CC=CC=C1)C)=O (2-methyl-5-(N-methyl-anilinomethylene)cyclopentanone), BrC1=CC=C(C=C1)OC (4-Bromoanisole), CCCC[O-].[Na+] (sodium 1-butoxide). Reagents/catalysts: C=1C=CC(=CC1)/C=C/C(=O)/C=C/C2=CC=CC=C2.C=1C=CC(=CC1)/C=C/C(=O)/C=C/C2=CC=CC=C2.C=1C=CC(=CC1)/C=C/C(=O)/C=C/C2=CC=CC=C2.[Pd].[Pd] (tris(dibenzylideneacetone)dipalladium). Run in C1(=CC=CC=C1)C (Toluene). Run at time 1 minute. Yields the product COC1=CC=C(C=C1)C1(C(C(CC1)=CN(C1=CC=CC=C1)C)=O)C (2-(4-Methoxyphenyl)2-methyl-5-(N-methyl-anilinomethylene)-cyclopentanone). The yield is 54.8%. Reaction SMILES: C1C=CC(P(C2C=CC3C(=CC=CC=3)C=2C2C3C(=CC=CC=3)C=CC=2P(C2C=CC=CC=2)C2C=CC=CC=2)C2C=CC=CC=2)=CC=1.[CH3:47][CH:48]1[CH2:52][CH2:51][C:50](=[CH:53][N:54]([CH3:61])[C:55]2[CH:60]=[CH:59][CH:58]=[CH:57][CH:56]=2)[C:49]1=[O:62].Br[C:64]1[CH:69]=[CH:68][C:67]([O:70][CH3:71])=[CH:66][CH:65]=1.CCCC[O-].[Na+]>C1C=CC(/C=C/C(/C=C/C2C=CC=CC=2)=O)=CC=1.C1C=CC(/C=C/C(/C=C/C2C=CC=CC=2)=O)=CC=1.C1C=CC(/C=C/C(/C=C/C2C=CC=CC=2)=O)=CC=1.[Pd].[Pd].C1(C)C=CC=CC=1>[CH3:71][O:70][C:67]1[CH:68]=[CH:69][C:64]([C:48]2([CH3:47])[CH2:52][CH2:51][C:50](=[CH:53][N:54]([CH3:61])[C:55]3[CH:60]=[CH:59][CH:58]=[CH:57][CH:56]=3)[C:49]2=[O:62])=[CH:65][CH:66]=1 |f:3.4,5.6.7.8.9|. Reported procedure: An oven dried Schlenk tube equipped with a rubber septum was cooled under an argon purge. The septum was removed and the tube was charged with tris(dibenzylideneacetone)dipalladium (0) (11.5 mg, 0.025 mmol, 5 mol % Pd), (S)-BINAP (31.4 mg, 0.05 mmol, 10 mol %) and 2-methyl-5-(N-methyl-anilinomethylene)cyclopentanone (108 mg, 0.5 mmol). Toluene (2 mL) was added and the mixture was stirred for 1 min at room temperature. 4-Bromoanisole (187 mg, 1.0 mmol) and sodium 1-butoxide (96 mg, 1.0 mmol) were...